From a dataset of the Open Reaction Database (ORD), a public repository of structured organic reaction records. describe an organic reaction: reactants, conditions, products, and yield Starting materials: CS(=O)(=O)Cl, ClCCl, Cl, Cl, CC(C)(C)CCNc1ccc2c(c1)cc(C(=O)Nc1ccc(N)cc1)n2Cc1ccccc1F, c1ccncc1. Product: CC(C)(C)CCNc1ccc2c(c1)cc(C(=O)Nc1ccc(NS(C)(=O)=O)cc1)n2Cc1ccccc1F. As a reaction SMILES: [CH3:1][S:2]([Cl:3])(=[O:4])=[O:5].[Cl:48][CH2:49][Cl:50].[ClH:12].[ClH:47].[NH2:13][c:14]1[cH:15][cH:16][c:17]([NH:20][C:21](=[O:22])[c:23]2[n:24]([CH2:39][c:40]3[c:41]([F:46])[cH:42][cH:43][cH:44][cH:45]3)[c:25]3[cH:26][cH:27][c:28]([NH:32][CH2:33][CH2:34][C:35]([CH3:36])([CH3:37])[CH3:38])[cH:29][c:30]3[cH:31]2)[cH:18][cH:19]1.[cH:6]1[cH:7][cH:8][n:9][cH:10][cH:11]1>>[CH3:1][S:2](=[O:4])(=[O:5])[NH:13][c:14]1[cH:15][cH:16][c:17]([NH:20][C:21](=[O:22])[c:23]2[n:24]([CH2:39][c:40]3[c:41]([F:46])[cH:42][cH:43][cH:44][cH:45]3)[c:25]3[cH:26][cH:27][c:28]([NH:32][CH2:33][CH2:34][C:35]([CH3:36])([CH3:37])[CH3:38])[cH:29][c:30]3[cH:31]2)[cH:18][cH:19]1. As a reaction SMILES: [Br:1][C:2]1[CH:3]=[C:4]([CH:9]=[N:10]O)[C:5]([F:8])=[N:6][CH:7]=1.COC(C#CC(OC)=O)=O>CC#N>[Br:1][C:2]1[CH:7]=[N:6][C:5]([F:8])=[C:4]([CH:3]=1)[C:9]#[N:10]. Yields the product BrC=1C=NC(=C(C#N)C1)F (5-Bromo-2-fluoro-nicotinonitrile). Reaction conditions: time 4 hour. The reactants are BrC=1C=C(C(=NC1)F)C=NO (5-Bromo-2-fluoro-pyridine-3-carbaldehyde oxime), COC(=O)C#CC(=O)OC (dimethylacetylene dicarboxylate), TEA. Isolated yield 68.8%. Solvent: CC#N (MeCN). Procedure details: To a solution of 5-Bromo-2-fluoro-pyridine-3-carbaldehyde oxime (3) (19.0 g, 86.8 mmol) in MeCN (400 mL) was added dimethylacetylene dicarboxylate (25.0 g, 176 mmol) and TEA (24.1 mL, 173 mmol) dropwise. The reaction mixture was stirred at rt for 4 hours. The solvent was evaporated in vacuo and the residue diluted with CHCl3 (300 mL) and H2O (300 mL). The layers were separated and the organic phase washed with saturated brine solution (200 mL), then dried (Na2SO4), filtered and the solvent evapo... The reactants are C(CCCC)NC1=CC=2C(CCC(C2C=C1)(C)C)(C)C (pentyl-(5,5,8,8-tetramethyl-5,6,7,8-tetrahydro-naphthalen-2-yl)-amine), C(=O)(Cl)Cl (phosgene). Solvent: C1(=CC=CC=C1)C (toluene), C1(=CC=CC=C1)C (toluene). Conditions: time 12 hour. The product is C(CCCC)N(C(=O)Cl)C1=CC=2C(CCC(C2C=C1)(C)C)(C)C (pentyl-(5,5,8,8-tetramethyl-5,6,7,8-tetrahydro-naphthalen-2-yl)-carbamoyl chloride). Reaction SMILES: [CH2:1]([NH:6][C:7]1[CH:16]=[CH:15][C:14]2[C:13]([CH3:18])([CH3:17])[CH2:12][CH2:11][C:10]([CH3:20])([CH3:19])[C:9]=2[CH:8]=1)[CH2:2][CH2:3][CH2:4][CH3:5].[C:21](Cl)([Cl:23])=[O:22]>C1(C)C=CC=CC=1>[CH2:1]([N:6]([C:7]1[CH:16]=[CH:15][C:14]2[C:13]([CH3:18])([CH3:17])[CH2:12][CH2:11][C:10]([CH3:19])([CH3:20])[C:9]=2[CH:8]=1)[C:21]([Cl:23])=[O:22])[CH2:2][CH2:3][CH2:4][CH3:5]. Procedure details: A solution of pentyl-(5,5,8,8-tetramethyl-5,6,7,8-tetrahydro-naphthalen-2-yl)-amine (51) (200 mg, 0.73 mmole) in 2 mL toluene was treated with 0.4 mL of a 20% phosgene solution in toluene, stirred at room temperature for 12 hours and concentrated in vacuo to provide 0.24 g of pentyl-(5,5,8,8-tetramethyl-5,6,7,8-tetrahydro-naphthalen-2-yl)-carbamoyl chloride (53) as a pale yellow solid. Reactants: OC(C(C(=O)OCC)NC(C1=C(C=C(C=C1)F)C(F)(F)F)=O)C=C (ethyl 3-hydroxy-2-(4-fluoro-2-trifluoromethylbenzoylamino)pent-4-enoate), CN (methylamine). Run in CO (methanol). Yields the product OC(C(C(NC)=O)NC(C1=C(C=C(C=C1)F)C(F)(F)F)=O)C=C (N-(2-Hydroxy-1-methylcarbamoylbut-3-enyl)-4-fluoro-2-trifluoromethylbenzamide). Reaction SMILES: [OH:1][CH:2]([CH:23]=[CH2:24])[CH:3]([NH:9][C:10](=[O:22])[C:11]1[CH:16]=[CH:15][C:14]([F:17])=[CH:13][C:12]=1[C:18]([F:21])([F:20])[F:19])[C:4](OCC)=[O:5].[CH3:25][NH2:26]>CO>[OH:1][CH:2]([CH:23]=[CH2:24])[CH:3]([NH:9][C:10](=[O:22])[C:11]1[CH:16]=[CH:15][C:14]([F:17])=[CH:13][C:12]=1[C:18]([F:21])([F:20])[F:19])[C:4](=[O:5])[NH:26][CH3:25]. Reported procedure: 4.5 g (12.9 mmol) of ethyl 3-hydroxy-2-(4-fluoro-2-trifluoromethylbenzoylamino)pent-4-enoate were dissolved in methanol. With ice cooling methylamine gas was introduced for 2 h. The reaction solution was then concentrated and washed. This gave 3.1 g (80% of theory) of the title compound as a colorless solid (diastereomer ratio 2:1). Starting materials: CN (Methylamine), solution, C(Cl)Cl (Methylene chloride), C(C)(C)(C)OC(=O)N([C@H](CC1=CC=CC=C1)C(=O)O)C (N-Tert-butoxycarbonyl-N-methyl-D-phenylalanine), O.ON1N=NC2=C1C=CC=C2 (1-hydroxybenzotriazole hydrate), 1-ethyl-3-(3-dimethyl-aminopropyl)carbodiimid hydrochloride. Solvent: CO (methanol), O (water), CN(C=O)C (N,N-dimethylformamide). Reaction conditions: time 30 minute. Product: C(C)(C)(C)OC(N([C@H](CC1=CC=CC=C1)C(NC)=O)C)=O (N-methyl-N-((R)1-(methylcarbamoyl)-2-phenylethyl)carbamic acid tert-butyl ester). Isolated yield 108.0%. RXN SMILES: [C:1]([O:5][C:6]([N:8]([CH3:20])[C@@H:9]([C:17](O)=[O:18])[CH2:10][C:11]1[CH:16]=[CH:15][CH:14]=[CH:13][CH:12]=1)=[O:7])([CH3:4])([CH3:3])[CH3:2].O.O[N:23]1[C:27]2C=CC=CC=2N=N1.CN.C(Cl)Cl>CN(C)C=O.CO.O>[C:1]([O:5][C:6](=[O:7])[N:8]([CH3:20])[C@@H:9]([C:17](=[O:18])[NH:23][CH3:27])[CH2:10][C:11]1[CH:16]=[CH:15][CH:14]=[CH:13][CH:12]=1)([CH3:4])([CH3:3])[CH3:2] |f:1.2|. Procedure: N-Tert-butoxycarbonyl-N-methyl-D-phenylalanine (1.22 g, 4.4 mmol), 1-hydroxybenzotriazole hydrate (0.59 g, 4.4 mmol) and 1-ethyl-3-(3-dimethyl-aminopropyl)carbodiimid hydrochloride (0.88 g, 4.6 mmol) were dissolved in N,N-dimethylformamide (25 mL) and stirred for 30 min. Methylamine (0.51 g of a 40% solution in methanol, 6.6 mmol) was added and the mixture was stirred overnight. Methylene chloride (80 mL) and water (100 mL) were added and the phases were separated. The organic phase was washed w... Reactants: CN(C)C=O, Cc1ccc(CCl)nc1, Cl, Sc1nc2cc3ccccc3cc2[nH]1. Yields the product Cc1ccc(CSc2nc3cc4ccccc4cc3[nH]2)nc1. RXN SMILES: [CH3:25][N:26]([CH3:27])[CH:28]=[O:29].[Cl:16][CH2:17][c:18]1[n:19][cH:20][c:21]([CH3:24])[cH:22][cH:23]1.[ClH:15].[nH:1]1[c:2]([SH:14])[n:3][c:4]2[c:5]1[cH:6][c:7]1[cH:8][cH:9][cH:10][cH:11][c:12]1[cH:13]2>>[n:1]1[c:2]([S:14][CH2:17][c:18]2[n:19][cH:20][c:21]([CH3:24])[cH:22][cH:23]2)[nH:3][c:4]2[c:5]1[cH:6][c:7]1[cH:8][cH:9][cH:10][cH:11][c:12]1[cH:13]2. The reactants are C(C)(=O)O[C@H]1[C@@H](O[C@@H]([C@H]([C@@H]1OC(C)=O)OC(C)=O)COC(C)=O)OC1=NNC(=C1CC1=CC=C(C=C1)OCCCO)C(C)C (3-(2,3,4,6-tetra-O-acetyl-β-D-glucopyranosyloxy)-4-{[4-(3-hydroxypropoxy)-phenyl]methyl}-5-isopropyl-1H-pyrazole), N1=CC(=CC=C1)CN (3-picolylamine), NC(CO)(C)C (2-amino-2-methyl-1-propanol). Yields the product [C@@H]1([C@H](O)[C@@H](O)[C@H](O)[C@H](O1)CO)OC1=NNC(=C1CC1=CC=C(C=C1)OCCCNCC=1C=NC=CC1)C(C)C (3-(β-D-Glucopyranosyloxy)-5-isopropyl-4-({4-[3-(3-pyridylmethylamino)propoxy]phenyl}methyl)-1H-pyrazole). Reaction SMILES: C([O:4][C@@H:5]1[C@@H:10]([O:11]C(=O)C)[C@H:9]([O:15]C(=O)C)[C@@H:8]([CH2:19][O:20]C(=O)C)[O:7][C@H:6]1[O:24][C:25]1[C:29]([CH2:30][C:31]2[CH:36]=[CH:35][C:34]([O:37][CH2:38][CH2:39][CH2:40]O)=[CH:33][CH:32]=2)=[C:28]([CH:42]([CH3:44])[CH3:43])[NH:27][N:26]=1)(=O)C.[N:45]1[CH:50]=[CH:49][CH:48]=[C:47]([CH2:51][NH2:52])[CH:46]=1.NC(C)(C)CO>>[C@@H:6]1([O:24][C:25]2[C:29]([CH2:30][C:31]3[CH:32]=[CH:33][C:34]([O:37][CH2:38][CH2:39][CH2:40][NH:52][CH2:51][C:47]4[CH:46]=[N:45][CH:50]=[CH:49][CH:48]=4)=[CH:35][CH:36]=3)=[C:28]([CH:42]([CH3:44])[CH3:43])[NH:27][N:26]=2)[O:7][C@H:8]([CH2:19][OH:20])[C@@H:9]([OH:15])[C@H:10]([OH:11])[C@H:5]1[OH:4]. Procedure: The title compound was prepared in a similar manner to that described in Example 57 using 3-(2,3,4,6-tetra-O-acetyl-β-D-glucopyranosyloxy)-4-{[4-(3-hydroxypropoxy)-phenyl]methyl}-5-isopropyl-1H-pyrazole and 3-picolylamine instead of 3-(2,3,4,6-tetra-O-acetyl-β-D-glucopyranosyloxy)-4-{[4-(3-hydroxypropoxy)-2-methylphenyl]methyl}-5-isopropyl-1H-pyrazole and 2-amino-2-methyl-1-propanol, respectively. The reactants are [N+](=O)(O)[O-] (nitric acid), FC1=CC=C(C=C1)CC(C)=O (4-fluorophenylacetone). Conditions: temperature -35 celsius, time 1 hour. Yields the product FC1=C(C=C(C=C1)CC(C)=O)[N+](=O)[O-] (1-(4-fluoro-3-nitrophenyl)propan-2-one). The yield is 41.3%. Reaction SMILES: [N+:1]([O-:4])(O)=[O:2].[F:5][C:6]1[CH:11]=[CH:10][C:9]([CH2:12][C:13](=[O:15])[CH3:14])=[CH:8][CH:7]=1>>[F:5][C:6]1[CH:7]=[CH:8][C:9]([CH2:12][C:13](=[O:15])[CH3:14])=[CH:10][C:11]=1[N+:1]([O-:4])=[O:2]. Reported procedure: Treat a −35° C. solution of fuming nitric acid (32.3 mL, 723 mmol) with 4-fluorophenylacetone (1.756 ml, 13.14 mmol) and stir at −35° C. for 1 h. Pour the mixture onto ice, extract with DCM (2×), dry the combined organics over MgSO4, concentrate to dryness and purify via silica gel chromatography (EtOAc/Hex) to afford the title compound (1.07 g, 41%). 1H NMR (400 MHz, DMSO-d6): δ 7.97 (dd, J=7.4, 2.2 Hz, 1H), 7.58 (ddd, J=8.6, 4.6, 2.2 Hz, 1H), 7.52 (dd, J=11.3, 8.6 Hz, 1H), 3.95 (s, 2H), 2.17 (... Reactants: C1(=CC=CC=C1)C=1C=C2C=CC=CN2C1C(=O)C (methyl 2-phenyl-3-indolizinyl ketone), [H-].[Na+] (sodium hydride), C(C(=O)OCC)(=O)OCC (diethyl oxalate). The solvent is C1=CC=CC=C1 (benzene). Run at temperature 60 celsius. Product: C1(=CC=CC=C1)C=1C=C2C=CC=CN2C1C(CC(C(=O)OCC)=O)=O (ethyl 4-(2-phenyl-3-indolizinyl)-2,4-dioxobutyrate). Isolated yield 81.9%. As a reaction SMILES: [C:1]1([C:7]2[CH:8]=[C:9]3[N:14]([C:15]=2[C:16]([CH3:18])=[O:17])[CH:13]=[CH:12][CH:11]=[CH:10]3)[CH:6]=[CH:5][CH:4]=[CH:3][CH:2]=1.[H-].[Na+].[C:21](OCC)(=[O:27])[C:22]([O:24][CH2:25][CH3:26])=[O:23]>C1C=CC=CC=1>[C:1]1([C:7]2[CH:8]=[C:9]3[N:14]([C:15]=2[C:16](=[O:17])[CH2:18][C:21](=[O:27])[C:22]([O:24][CH2:25][CH3:26])=[O:23])[CH:13]=[CH:12][CH:11]=[CH:10]3)[CH:2]=[CH:3][CH:4]=[CH:5][CH:6]=1 |f:1.2|. Procedure: To a solution of 25.7 g of methyl 2-phenyl-3-indolizinyl ketone in 360 ml of benzene were added 8.3 g of 50% sodium hydride and 28.2 g of diethyl oxalate, and the mixture was heated at 60° C. for 30 minutes. After cooling, the benzene was distilled off. To the residue was added 200 ml of water and the aqueous solution was acidified with acetic acid. Crystals precipitated were filtered off and washed with water, and then recerystallized from ethanol to give 30 g of ethyl 4-(2-phenyl-3-indolizinyl... The reactants are C1(=CC=CC=C1)CCCCOC1=CC=C(C(=C1)N)N (5-(4-phenylbutoxy)benzene-1,2-diamine), O=C1N(C(C2=CC=CC=C12)=O)CC1=CC2=C(NC(=N2)CC(=O)OCC)C=C1 (ethyl 5-(1,3-dioxo-1,3-dihydroisoindol-2-ylmethyl)-1H-benzoimidazol-2-ylacetate). Run in C(C)OCC (diethyl ether). Reaction conditions: temperature 185 celsius, time 1 hour. Product: C1(=CC=CC=C1)CCCCOC1=CC2=C(NC(=N2)CC=2NC3=C(N2)C=CC(=C3)CN3C(C2=CC=CC=C2C3=O)=O)C=C1 (2-{2-[5-(4-phenylbutoxy)-1H-benzoimidazol-2-ylmethyl]-3H-benzoimidazol-5-ylmethyl}isoindole-1,3-dione). Yield: 76.9%. As a reaction SMILES: [C:1]1([CH2:7][CH2:8][CH2:9][CH2:10][O:11][C:12]2[CH:17]=[C:16]([NH2:18])[C:15]([NH2:19])=[CH:14][CH:13]=2)[CH:6]=[CH:5][CH:4]=[CH:3][CH:2]=1.[O:20]=[C:21]1[C:29]2[C:24](=[CH:25][CH:26]=[CH:27][CH:28]=2)[C:23](=[O:30])[N:22]1[CH2:31][C:32]1[CH:46]=[CH:45][C:35]2[NH:36][C:37]([CH2:39][C:40](OCC)=O)=[N:38][C:34]=2[CH:33]=1>C(OCC)C>[C:1]1([CH2:7][CH2:8][CH2:9][CH2:10][O:11][C:12]2[CH:13]=[CH:14][C:15]3[NH:19][C:40]([CH2:39][C:37]4[NH:38][C:34]5[CH:33]=[C:32]([CH2:31][N:22]6[C:23](=[O:30])[C:24]7[C:29](=[CH:28][CH:27]=[CH:26][CH:25]=7)[C:21]6=[O:20])[CH:46]=[CH:45][C:35]=5[N:36]=4)=[N:18][C:16]=3[CH:17]=2)[CH:6]=[CH:5][CH:4]=[CH:3][CH:2]=1. Reported procedure: A mixture of 5-(4-phenylbutoxy)benzene-1,2-diamine (0.06 g, 0.234 mmol) and ethyl 5-(1,3-dioxo-1,3-dihydroisoindol-2-ylmethyl)-1H-benzoimidazol-2-ylacetate (0.1 g, 0.234 mmol) was heated 1 hour at 185° C. under nitrogen. The mixture was suspended in diethyl ether, stirred vigorously for 1 hour. The solids were collected by filtration, washed with diethyl ether and dried to provide 2-{2-[5-(4-phenylbutoxy)-1H-benzoimidazol-2-ylmethyl]-3H-benzoimidazol-5-ylmethyl}isoindole-1,3-dione (0.1 g, 0.18 m...